describe an organic reaction: reactants, conditions, products, and yield From a dataset of the Open Reaction Database (ORD), a public repository of structured organic reaction records. The reactants are CC(O)c1ccncc1Br, C1COCCO1, Cn1c(=O)oc2ccc(B3OC(C)(C)C(C)(C)O3)cc21, [Na+], [Na+], O=C([O-])[O-]. Product: CC(O)c1ccncc1-c1ccc2oc(=O)n(C)c2c1. As a reaction SMILES: [Br:1][c:2]1[cH:3][n:4][cH:5][cH:6][c:7]1[CH:8]([CH3:9])[OH:10].[CH2:37]1[O:38][CH2:39][CH2:40][O:41][CH2:42]1.[CH3:11][n:12]1[c:13](=[O:30])[o:14][c:15]2[c:16]1[cH:17][c:18]([B:21]1[O:22][C:23]([CH3:24])([CH3:25])[C:26]([CH3:27])([CH3:28])[O:29]1)[cH:19][cH:20]2.[Na+:31].[Na+:32].[O-:33][C:34](=[O:35])[O-:36]>>[c:2]1(-[c:18]2[cH:17][c:16]3[n:12]([CH3:11])[c:13](=[O:30])[o:14][c:15]3[cH:20][cH:19]2)[cH:3][n:4][cH:5][cH:6][c:7]1[CH:8]([CH3:9])[OH:10]. Starting materials: C=1C=C[N+](=C(C1)S)[O-].C(C(=C)C)(=O)[O-] (pyrithione methacrylate), C(C(=C)C)(=O)OC (methyl methacrylate), CC(C)(C#N)N=NC(C)(C)C#N (AIBN). The solvent is C(Cl)Cl (methylene chloride). Run at time 16 hour. Yields the product C=1C=C[N+](=C(C1)S)[O-].C(C(=C)C)(=O)[O-].C(C(=C)C)(=O)OC (Pyrithione Methacrylate Methyl Methacrylate). Isolated yield 1395.8%. Reaction SMILES: [CH:1]1[CH:2]=[CH:3][N+:4]([O-:8])=[C:5]([SH:7])[CH:6]=1.[C:9]([O-:14])(=[O:13])[C:10]([CH3:12])=[CH2:11].[C:15]([O:20][CH3:21])(=[O:19])[C:16]([CH3:18])=[CH2:17].CC(N=NC(C#N)(C)C)(C#N)C>C(Cl)Cl>[CH:1]1[CH:2]=[CH:3][N+:4]([O-:8])=[C:5]([SH:7])[CH:6]=1.[C:9]([O-:14])(=[O:13])[C:10]([CH3:12])=[CH2:11].[C:15]([O:20][CH3:21])(=[O:19])[C:16]([CH3:18])=[CH2:17] |f:0.1,5.6.7|. Procedure: A 6-ml flask was charged with 0.097 g of pyrithione methacrylate (0.5 mmole), 2.60 ml of methyl methacrylate (24.5 mmole) and 0.083 g of AIBN (0.5 mmole). The flask was sealed and placed in an oven at 80° C. for 16 hours. After cooling to room temperature, the product was diluted with 15 ml of methylene chloride and filtered. The solution was concentrated via roto-evaporation and 2.18 g of the desired product was isolated as a white polymeric material for an 85.5% yield. The structure was confir... Reactants: C(C)(=O)OCC (ethyl acetate), FC(C(=O)O)(F)F (trifluoroacetic acid), ClC=1C=C(OC2=CC=NC3=CC(=C(C=C23)C#N)OCCC2CCN(CC2)C(=O)OC(C)(C)C)C=CC1NC(=O)NC1CC1 (tert-butyl 4-(((4-(3-chloro-4-((cyclopropylamino)carbonyl)aminophenoxy)-6-cyano-7-quinolyl)oxy)ethyl)-1-piperidinecarboxylate), C([O-])(O)=O.[Na+] (sodium bicarbonate). The solvent is O (water). Conditions: time 1 hour. Yields the product ClC1=C(C=CC(=C1)OC1=CC=NC2=CC(=C(C=C12)C#N)OCCC1CCNCC1)NC(=O)NC1CC1 (N-(2-Chloro-4-((6-cyano-7-(2-(4-piperidyl)ethoxy)-4-quinolyl)oxy)phenyl)-N′-cyclopropylurea). The yield is 100.0%. RXN SMILES: FC(F)(F)C(O)=O.[Cl:8][C:9]1[CH:10]=[C:11]([CH:41]=[CH:42][C:43]=1[NH:44][C:45]([NH:47][CH:48]1[CH2:50][CH2:49]1)=[O:46])[O:12][C:13]1[C:22]2[C:17](=[CH:18][C:19]([O:25][CH2:26][CH2:27][CH:28]3[CH2:33][CH2:32][N:31](C(OC(C)(C)C)=O)[CH2:30][CH2:29]3)=[C:20]([C:23]#[N:24])[CH:21]=2)[N:16]=[CH:15][CH:14]=1.C(=O)(O)[O-].[Na+].C(OCC)(=O)C>O>[Cl:8][C:9]1[CH:10]=[C:11]([O:12][C:13]2[C:22]3[C:17](=[CH:18][C:19]([O:25][CH2:26][CH2:27][CH:28]4[CH2:29][CH2:30][NH:31][CH2:32][CH2:33]4)=[C:20]([C:23]#[N:24])[CH:21]=3)[N:16]=[CH:15][CH:14]=2)[CH:41]=[CH:42][C:43]=1[NH:44][C:45]([NH:47][CH:48]1[CH2:49][CH2:50]1)=[O:46] |f:2.3|. Procedure details: After adding trifluoroacetic acid (3.0 ml) to tert-butyl 4-(((4-(3-chloro-4-((cyclopropylamino)carbonyl)aminophenoxy)-6-cyano-7-quinolyl)oxy)ethyl)-1-piperidinecarboxylate (343 mg, 0.566 mmol) at room temperature, the mixture was stirred for 1 hour. The reaction solution was diluted with water (40 ml) while cooling in an ice water bath, and then sodium bicarbonate (4.0 g) was gradually added for neutralization and extraction was performed with ethyl acetate. The organic layer was washed with wat... Reactants: CC(C)OCCOc1ccc2c(COc3cccc4[nH]c(C(=O)O)cc34)coc2c1, CC1CN(CCC2(O)CCC(N)CC2)CCC1O. Product: CC(C)OCCOc1ccc2c(COc3cccc4[nH]c(C(=O)NC5CCC(O)(CCN6CCC(O)C(C)C6)CC5)cc34)coc2c1. RXN SMILES: [CH:1]([CH3:2])([CH3:3])[O:4][CH2:5][CH2:6][O:7][c:8]1[cH:9][c:10]2[c:11]([c:12]([CH2:15][O:16][c:17]3[c:18]4[cH:19][c:20]([C:26](=[O:27])[OH:28])[nH:21][c:22]4[cH:23][cH:24][cH:25]3)[cH:13][o:14]2)[cH:29][cH:30]1.[NH2:31][CH:32]1[CH2:33][CH2:34][C:35]([OH:38])([CH2:39][CH2:40][N:41]2[CH2:42][CH:43]([CH3:48])[CH:44]([OH:47])[CH2:45][CH2:46]2)[CH2:36][CH2:37]1>>[CH:1]([CH3:2])([CH3:3])[O:4][CH2:5][CH2:6][O:7][c:8]1[cH:9][c:10]2[c:11]([c:12]([CH2:15][O:16][c:17]3[c:18]4[cH:19][c:20]([C:26](=[O:28])[NH:31][CH:32]5[CH2:33][CH2:34][C:35]([OH:38])([CH2:39][CH2:40][N:41]6[CH2:42][CH:43]([CH3:48])[CH:44]([OH:47])[CH2:45][CH2:46]6)[CH2:36][CH2:37]5)[nH:21][c:22]4[cH:23][cH:24][cH:25]3)[cH:13][o:14]2)[cH:29][cH:30]1. Starting materials: C1N2CN3CN1CN(C2)C3 (hexamethylene tetramine), C(CCC)OC1=CC=C(C(CBr)=O)C=C1 (p-n-butoxyphenacyl bromide), Cl (hydrochloric acid). The solvent is C(C)O (ethanol), C(C)O (ethanol). Run at time 8 hour. The product is [Cl-].C(CCC)OC1=CC=C(C(C[NH3+])=O)C=C1 (p-n-Butoxyphenacylammonium chloride). Yield: 85.0%. As a reaction SMILES: C1N2CN3[CH2:10][N:4](C2)CN1C3.[CH2:11]([O:15][C:16]1[CH:25]=[CH:24][C:19]([C:20](=[O:23])CBr)=[CH:18][CH:17]=1)[CH2:12][CH2:13][CH3:14].[ClH:26]>C(O)C>[Cl-:26].[CH2:11]([O:15][C:16]1[CH:17]=[CH:18][C:19]([C:20](=[O:23])[CH2:10][NH3+:4])=[CH:24][CH:25]=1)[CH2:12][CH2:13][CH3:14] |f:4.5|. Procedure details: The hexamethylene tetramine quaternary salt of p-n-butoxyphenacyl bromide (40.0 g) was stirred vigorously in ethanol (320 ml) and concentrated hydrochloric acid (40 ml) was added. The reaction mixture was allowed to stand overnight and deposited a large quantity of solid. More ethanol (250 ml) was added. After 60 more hours the reaction mixture was warmed gently and filtered. The precipitate was washed with 50 ml of warm ethanol. p-n-Butoxyphenacylammonium chloride (20.1 g -- 85% yield) was prec... Starting materials: ClC(C1=NOC(=N1)COC1=C(C=C(C=C1)Cl)Cl)(Cl)Cl (3-(trichloromethyl)-5-[(2,4-dichlorophenoxy)methyl]-1,2,4-oxadiazole), CO (methanol), N (ammonia). Run at time 4 hour. Product: N=COCC1=NOC(=N1)COC1=C(C=C(C=C1)Cl)Cl (3-(iminomethoxymethyl)-5-[(2,4-dichlorophenoxy)methyl]-1,2,4-oxadiazole). The yield is 50.9%. RXN SMILES: Cl[C:2](Cl)(Cl)[C:3]1[N:7]=[C:6]([CH2:8][O:9][C:10]2[CH:15]=[CH:14][C:13]([Cl:16])=[CH:12][C:11]=2[Cl:17])[O:5][N:4]=1.[NH3:20].[CH3:21][OH:22]>>[NH:20]=[CH:21][O:22][CH2:2][C:3]1[N:7]=[C:6]([CH2:8][O:9][C:10]2[CH:15]=[CH:14][C:13]([Cl:16])=[CH:12][C:11]=2[Cl:17])[O:5][N:4]=1. Reported procedure: 2.17 g of 3-(trichloromethyl)-5-[(2,4-dichlorophenoxy)methyl]-1,2,4-oxadiazole was added to 50 ml of methanol. An excess of ammonia gas was added with formation of bubble at 0° C. and then the mixture was stirred at room temperature for 4 hours. After evaporation of methanol, water was added to the residue. The aqueous solution was extracted with ethylacetate. After evaporation of ethylacetate, the residue was purified by column chromatography(hexane:ethylacetate) to provide 0.92 g of the desire... Reactants: CC(=O)OCC(=O)Cl, ClCCl, COc1cccc(N)c1C(N)=O, c1ccncc1. Product: COc1cccc(NC(=O)COC(C)=O)c1C(N)=O. RXN SMILES: [C:19]([CH3:20])(=[O:21])[O:22][CH2:23][C:24](=[O:25])[Cl:26].[CH2:27]([Cl:28])[Cl:29].[NH2:1][c:2]1[c:3]([C:4](=[O:5])[NH2:6])[c:7]([O:11][CH3:12])[cH:8][cH:9][cH:10]1.[cH:13]1[cH:14][cH:15][n:16][cH:17][cH:18]1>>[NH:1]([c:2]1[c:3]([C:4](=[O:5])[NH2:6])[c:7]([O:11][CH3:12])[cH:8][cH:9][cH:10]1)[C:24]([CH2:23][O:22][C:19]([CH3:20])=[O:21])=[O:25].